This data is from the Open Reaction Database (ORD), a public repository of structured organic reaction records. The task is: describe an organic reaction: reactants, conditions, products, and yield Starting materials: C1(CCCCC1)CN1C=C(C2=CC=CC(=C12)OC)C(N)=S (1-(cyclohexyl)methyl-7-methoxy-1H-indole-3-carbothioic acid amide), ClCC(=O)CCl (1,3-dichloroacetone). The solvent is C(C)O (ethanol). Conditions: temperature 60 celsius, time 1 hour. Yields the product ClCC=1N=C(SC1)C1=CN(C2=C(C=CC=C12)OC)CC1CCCCC1 (3-[4-(chloromethyl)thiazol-2-yl]-1-(cyclohexyl)methyl-7-methoxy-1H-indole). The yield is 80.8%. RXN SMILES: [CH:1]1([CH2:7][N:8]2[C:16]3[C:11](=[CH:12][CH:13]=[CH:14][C:15]=3[O:17][CH3:18])[C:10]([C:19](=[S:21])[NH2:20])=[CH:9]2)[CH2:6][CH2:5][CH2:4][CH2:3][CH2:2]1.[Cl:22][CH2:23][C:24]([CH2:26]Cl)=O>C(O)C>[Cl:22][CH2:23][C:24]1[N:20]=[C:19]([C:10]2[C:11]3[C:16](=[C:15]([O:17][CH3:18])[CH:14]=[CH:13][CH:12]=3)[N:8]([CH2:7][CH:1]3[CH2:2][CH2:3][CH2:4][CH2:5][CH2:6]3)[CH:9]=2)[S:21][CH:26]=1. Procedure details: A mixture of 1-(cyclohexyl)methyl-7-methoxy-1H-indole-3-carboxylic acid amide (prepared from 7-methoxyindole as described in Example 1; 5.10 g, 17.8 mmol), Lawesson's reagent (7.92 g, 19.6 mmol), and toluene (150 ml) was stirred at room temperature for 4 days. The reaction mixture was concentrated in vacuo and the obtained reside was purified by column chromatography eluting with dichloromethane to afford 1-(cyclohexyl)methyl-7-methoxy-1H-indole-3-carbothioic acid amide (3.58 g). A mixture of 1-... Starting materials: CC(=O)c1ccn(S(=O)(=O)c2ccc(C)cc2)c1, CO, [Ca+2], [Cl-], [Cl-], O=CC(Cl)=C(Cl)C(Cl)=C(Cl)C(Cl)Cl. The product is Cc1ccc(S(=O)(=O)n2ccc(C(=O)CCl)c2)cc1. Reaction SMILES: [C:4]([CH3:5])(=[O:6])[c:7]1[cH:8][n:9]([S:12](=[O:13])(=[O:14])[c:15]2[cH:16][cH:17][c:18]([CH3:19])[cH:20][cH:21]2)[cH:10][cH:11]1.[CH3:35][OH:36].[Ca+2:3].[Cl-:1].[Cl-:2].[Cl:22][C:23](=[C:24]([Cl:25])[C:26]([Cl:27])=[C:28]([Cl:29])[CH:30]([Cl:31])[Cl:32])[CH:33]=[O:34]>>[C:4]([CH2:5][Cl:22])(=[O:6])[c:7]1[cH:8][n:9]([S:12](=[O:13])(=[O:14])[c:15]2[cH:16][cH:17][c:18]([CH3:19])[cH:20][cH:21]2)[cH:10][cH:11]1. The reactants are CC(=O)NC1CCC(C(=O)O)CC1, Cl, CN(C(=O)N(C)C1CNCC1c1ccc(F)cc1)c1cc(C(F)(F)F)cc(C(F)(F)F)c1. Product: CC(=O)NC1CCC(C(=O)N2CC(c3ccc(F)cc3)C(N(C)C(=O)N(C)c3cc(C(F)(F)F)cc(C(F)(F)F)c3)C2)CC1. As a reaction SMILES: [C:34]([CH3:35])(=[O:36])[NH:37][CH:38]1[CH2:39][CH2:40][CH:41]([C:44](=[O:45])[OH:46])[CH2:42][CH2:43]1.[ClH:1].[F:2][C:3]([c:4]1[cH:5][c:6]([N:14]([C:15](=[O:16])[N:17]([CH3:18])[CH:19]2[CH2:20][NH:21][CH2:22][CH:23]2[c:24]2[cH:25][cH:26][c:27]([F:30])[cH:28][cH:29]2)[CH3:31])[cH:7][c:8]([C:10]([F:11])([F:12])[F:13])[cH:9]1)([F:32])[F:33]>>[F:2][C:3]([c:4]1[cH:5][c:6]([N:14]([C:15](=[O:16])[N:17]([CH3:18])[CH:19]2[CH2:20][N:21]([C:44]([CH:41]3[CH2:40][CH2:39][CH:38]([NH:37][C:34]([CH3:35])=[O:36])[CH2:43][CH2:42]3)=[O:45])[CH2:22][CH:23]2[c:24]2[cH:25][cH:26][c:27]([F:30])[cH:28][cH:29]2)[CH3:31])[cH:7][c:8]([C:10]([F:11])([F:12])[F:13])[cH:9]1)([F:32])[F:33].